Task: describe an organic reaction: reactants, conditions, products, and yield. Dataset: the Open Reaction Database (ORD), a public repository of structured organic reaction records The reactants are C(C=C)[Mg]Br (allylmagnesium bromide), C1(=CC=CC=C1)COCC=O ((Phenylmethoxy)acetaldehyde), [Cl-].[NH4+] (ammonium chloride). Solvent: CCOCC (ether), C(C)OCC (diethyl ether). Reaction conditions: temperature 0 celsius, time 1 hour. The product is C1(=CC=CC=C1)COCC(CC=C)O (1-(Phenylmethoxy)-4-penten-2-ol). As a reaction SMILES: [C:1]1([CH2:7][O:8][CH2:9][CH:10]=[O:11])[CH:6]=[CH:5][CH:4]=[CH:3][CH:2]=1.[CH2:12]([Mg]Br)[CH:13]=[CH2:14].[Cl-].[NH4+]>C(OCC)C>[C:1]1([CH2:7][O:8][CH2:9][CH:10]([OH:11])[CH2:14][CH:13]=[CH2:12])[CH:6]=[CH:5][CH:4]=[CH:3][CH:2]=1 |f:2.3|. Procedure details: To a stirring 0° C. solution of 59.0 g of product from Example 1 in 375 ml of diethyl ether is added, dropwise, 432.24 ml of 1M allylmagnesium bromide in ether. The reaction is stirred at 0° C. for 1 hour, followed by overnight stirring at room temperature. The reaction is cooled to 0° C., hydrolyzed with saturated ammonium chloride, and the layers are separated. The organic layer is washed with saturated sodium chloride, dried and concentrated in vacuo to give the product as an oil. The crude o... Starting materials: O (water), BrC1=C(C=C(N)C=C1)Cl (4-bromo-3-chloroaniline), ClC1=CC=C(C=C1)B(O)O ((4-chlorophenyl)boronic acid), C(=O)([O-])[O-].[K+].[K+] (K2CO3). The reagents and catalysts are C1=CC=C(C=C1)P([C-]2C=CC=C2)C3=CC=CC=C3.C1=CC=C(C=C1)P([C-]2C=CC=C2)C3=CC=CC=C3.Cl[Pd]Cl.[Fe+2] (Pd(dppf)Cl2). Solvent: O1CCOCC1 (1,4-dioxane), CCOC(=O)C (EtOAc). The product is ClC1=C(C=CC(=C1)N)C1=CC=C(C=C1)Cl (2,4′-Dichloro-[1,1′-biphenyl]-4-amine). RXN SMILES: Br[C:2]1[CH:8]=[CH:7][C:5]([NH2:6])=[CH:4][C:3]=1[Cl:9].[Cl:10][C:11]1[CH:16]=[CH:15][C:14](B(O)O)=[CH:13][CH:12]=1.C([O-])([O-])=O.[K+].[K+].O>O1CCOCC1.CCOC(C)=O.C1C=CC(P(C2C=CC=CC=2)[C-]2C=CC=C2)=CC=1.C1C=CC(P(C2C=CC=CC=2)[C-]2C=CC=C2)=CC=1.Cl[Pd]Cl.[Fe+2]>[Cl:9][C:3]1[CH:4]=[C:5]([NH2:6])[CH:7]=[CH:8][C:2]=1[C:14]1[CH:15]=[CH:16][C:11]([Cl:10])=[CH:12][CH:13]=1 |f:2.3.4,8.9.10.11|. Procedure details: 4-bromo-3-chloroaniline (3.0 g, 14.5 mmol), (4-chlorophenyl)boronic acid (2.7 g, 17.4 mmol), Pd(dppf)Cl2 (1.2 g, 1.5 mmol), and K2CO3 (4.0 g, 29.1 mmol) were dissolved in 1,4-dioxane (60 mL) and water (15 mL) and the resulting mixture was heated to 80° C. After 16 h the resulting mixture was cooled to room temperature, diluted with EtOAc, washed with water and brine, dried (Na2SO4), and dry packed onto silica gel. Column chromatography yielded the title compound. As a reaction SMILES: [C:1](=[O:4])([O-])[O-].[K+].[K+].N([CH2:10][C@@H]1C[C@@H](SC(C2C=CC=CC=2)(C2C=CC=CC=2)C2C=CC=CC=2)CN1S(C1C=CC2C(=CC=CC=2)C=1)(=O)=O)=[N+]=[N-].C(CC(=O)C)(=O)C.[CH3:56][C:57]1[N:61]([CH2:62][C@@H:63]2[CH2:67][C@@H:66]([S:68]C(C3C=CC=CC=3)(C3C=CC=CC=3)C3C=CC=CC=3)[CH2:65][N:64]2[S:88]([C:91]2[CH:100]=[CH:99][C:98]3[C:93](=[CH:94][CH:95]=[CH:96][CH:97]=3)[CH:92]=2)(=[O:90])=[O:89])[N:60]=[N:59][C:58]=1C(=O)C.C(O)(C(F)(F)F)=O.C([SiH](CC)CC)C.C([O-])(O)=O.[Na+]>CS(C)=O.O.C(#N)C>[SH:68][C@H:66]1[CH2:65][N:64]([S:88]([C:91]2[CH:100]=[CH:99][C:98]3[C:93](=[CH:94][CH:95]=[CH:96][CH:97]=3)[CH:92]=2)(=[O:89])=[O:90])[C@H:63]([CH2:62][N:61]2[C:57]([CH3:56])=[C:58]([C:1](=[O:4])[CH3:10])[N:59]=[N:60]2)[CH2:67]1 |f:0.1.2,8.9|. Conditions: temperature 40 celsius, time 3 day. Solvent: O (water), C(C)#N (acetonitrile), CS(=O)C (DMSO). Yield: 73.2%. Reactants: C(=O)(C(F)(F)F)O (TFA), C(C)[SiH](CC)CC (triethylsilane), N(=[N+]=[N-])C[C@H]1N(C[C@@H](C1)SC(C1=CC=CC=C1)(C1=CC=CC=C1)C1=CC=CC=C1)S(=O)(=O)C1=CC2=CC=CC=C2C=C1 ((2S,4R)-2-azidomethyl-1-(naphthalene-2-sulfonyl)-4-tritylsulfanyl-pyrrolidine), C(C)(=O)CC(C)=O (acetyl acetone), C(=O)(O)[O-].[Na+] (NaHCO3), CC1=C(N=NN1C[C@H]1N(C[C@@H](C1)SC(C1=CC=CC=C1)(C1=CC=CC=C1)C1=CC=CC=C1)S(=O)(=O)C1=CC2=CC=CC=C2C=C1)C(C)=O ((2S,4R)-1-{5-methyl-1-[1-(naphthalene-2-sulfonyl)-4-tritylsulfanyl-pyrrolidin-2-ylmethyl]-1H-[1,2,3]triazol-4-yl}-ethanone), C([O-])([O-])=O.[K+].[K+] (potassium carbonate). The product is S[C@@H]1C[C@H](N(C1)S(=O)(=O)C1=CC2=CC=CC=C2C=C1)CN1N=NC(=C1C)C(C)=O ((2S,4R)-1-[1-[4-mercapto-1-(naphthalene-2-sulfonyl)-pyrrolidin-2-ylmethyl]-5-methyl-1H-[1,2,3]triazol-4-yl]-ethanone). Reported procedure: To a suspension of 281 mg (2.0 mmol, 4 eq.) potassium carbonate in 2 ml DMSO were added 300 mg (0.51 mmol) (2S,4R)-2-azidomethyl-1-(naphthalene-2-sulfonyl)-4-tritylsulfanyl-pyrrolidine and 72 μl (0.7 mmol, 1.38 eq) acetyl acetone. The reaction mixture was stirred at 40° C. for 3 d, diluted with water and extracted with Et2O, the layers were separated and the inorganic one was extracted with EtOAc, the combined organic layers were washed with brine, dried over Na2SO4 and evaporated. The residue w...